Dataset: the Open Reaction Database (ORD), a public repository of structured organic reaction records. Task: describe an organic reaction: reactants, conditions, products, and yield Reaction SMILES: [CH3:1][C:2]1[CH:11]=[CH:10][C:9]2[C:4](=[CH:5][C:6]([C:12](F)(F)F)=[CH:7][CH:8]=2)[N:3]=1.[OH:16]S(O)(=O)=O.[OH-:21].[Na+]>>[CH3:1][C:2]1[CH:11]=[CH:10][C:9]2[C:4](=[CH:5][C:6]([C:12]([OH:16])=[O:21])=[CH:7][CH:8]=2)[N:3]=1 |f:2.3|. Reactants: CC1=NC2=CC(=CC=C2C=C1)C(F)(F)F (2-methyl-7-(trifluoromethyl)quinoline), OS(=O)(=O)O (H2SO4), [OH-].[Na+] (NaOH). Procedure: A mixture of 2-methyl-7-(trifluoromethyl)quinoline (5.2 g, 24.6 mmol) and 80% H2SO4 (18.1 g, 148 mmol) was heated at 230° C. for 20 minutes. After cooling to ambient temperature, the mixture was basified by 6 N NaOH to about pH 12. The resulting solid was removed by filtration. The filtrate was acidified by 2 N HCl to about pH 3, extracted with 3:1 DCM/IPA (2×50 mL), dried (sodium sulfate), filtered and concentrated under reduced pressure to give 2-methylquinoline-7-carboxylic acid (3.3 g, 71.6%... The yield is 71.6%. Reaction conditions: temperature 230 celsius. The product is CC1=NC2=CC(=CC=C2C=C1)C(=O)O (2-methylquinoline-7-carboxylic acid). Starting materials: C=O, COC(=O)c1cncn1C(C)C, [Na+], [OH-], O. The product is CC(C)n1cncc1CO. As a reaction SMILES: [CH2:15]=[O:16].[CH:1]([CH3:2])([CH3:3])[n:4]1[cH:5][n:6][cH:7][c:8]1[C:9](=[O:10])[O:11][CH3:12].[Na+:14].[OH-:13].[OH2:17]>>[CH:1]([CH3:2])([CH3:3])[n:4]1[cH:5][n:6][cH:7][c:8]1[CH2:9][OH:10]. Product: N[C@H]1C=C[C@H](C1)C(=O)O ((±)-cis-4-aminocyclopent-2-en-1-carboxylic acid). The solvent is C(C)O (ethanol). Reported procedure: To 4.58 g (42 mmol) of (±)-2-azabicyclo[2.2.1]hept-5-en-3-one, 190 ml of 1N hydrochloric acid was added, and the mixture was refluxed for 2 hours with heating. The solvent was evaporated, and the resulting white crystals were washed with 30 ml of acetone, followed by drying to give 6.59 g of crude crystals of the subject (+)ACP acid. This crude crystals were dissolved in ethanol (20 ml) with heating, and thereafter ethyl acetate (85 ml) was added to the resulting solution, followed by cooling to... Isolated yield 61.2%. RXN SMILES: [CH:1]12[CH2:7][CH:4]([CH:5]=[CH:6]1)[C:3](=[O:8])[NH:2]2.Cl.C(OCC)(=[O:12])C>C(O)C>[NH2:2][C@@H:1]1[CH2:7][C@H:4]([C:3]([OH:8])=[O:12])[CH:5]=[CH:6]1. The reactants are C12NC(C(C=C1)C2)=O ((±)-2-azabicyclo[2.2.1]hept-5-en-3-one), Cl (hydrochloric acid), C(C)(=O)OCC (ethyl acetate). Yields the product O1C(OCC1)C1=CC=C(O1)CC=O ((5-[1,3]dioxolan-2-yl-furan-2-yl)-acetaldehyde). Solvent: C(C)(=O)OCC (ethyl acetate). The yield is 69.8%. Reported procedure: The resulting 2-(5-oxiranyl-furan-2-yl)-[1,3]dioxolane (2.25 g) and silica gel (5.00 g) were suspended in ethyl acetate (40 mL), and the solution was stirred for 6.5 hours at room temperature. The reaction solution was filtered, then, the filtrate was evaporated in vacuo, and (5-[1,3]dioxolan-2-yl-furan-2-yl)-acetaldehyde (1.57 g) was obtained as a yellow oil. Reaction SMILES: [O:1]1[CH2:3][CH:2]1[C:4]1[O:8][C:7]([CH:9]2[O:13][CH2:12][CH2:11][O:10]2)=[CH:6][CH:5]=1>C(OCC)(=O)C>[O:10]1[CH2:11][CH2:12][O:13][CH:9]1[C:7]1[O:8][C:4]([CH2:2][CH:3]=[O:1])=[CH:5][CH:6]=1. The reactants are O1C(C1)C1=CC=C(O1)C1OCCO1 (2-(5-oxiranyl-furan-2-yl)-[1,3]dioxolane). Conditions: time 6.5 hour. Reactants: ClC1=CC=C(C(=N1)NCCCO)C(F)(F)F (3-{[6-chloro-3-(trifluoromethyl)-2-pyridinyl]amino}-1-propanol), OC=1C=C2CC[C@H](C2=CC1)CC(=O)OCC (ethyl [(1S)-5-hydroxy-2,3-dihydro-1H-inden-1-yl]acetate), C1(=CC=CC=C1)P(C1=CC=CC=C1)C1=CC=CC=C1 (triphenylphosphine), N(=NC(=O)N1CCCCC1)C(=O)N1CCCCC1 (1,1′-(azodicarbonyl)-dipiperidine). The solvent is C1CCOC1 (THF). Run at time 18 hour. Yields the product ClC1=CC=C(C(=N1)NCCCOC=1C=C2CC[C@H](C2=CC1)CC(=O)OCC)C(F)(F)F (ethyl [(1S)-5-(3-{[6-chloro-3-(trifluoromethyl)-2-pyridinyl]amino}propoxy)-2,3-dihydro-1H-inden-1-yl]acetate). Yield: 61.9%. RXN SMILES: [Cl:1][C:2]1[N:7]=[C:6]([NH:8][CH2:9][CH2:10][CH2:11][OH:12])[C:5]([C:13]([F:16])([F:15])[F:14])=[CH:4][CH:3]=1.O[C:18]1[CH:19]=[C:20]2[C:24](=[CH:25][CH:26]=1)[C@H:23]([CH2:27][C:28]([O:30][CH2:31][CH3:32])=[O:29])[CH2:22][CH2:21]2.C1(P(C2C=CC=CC=2)C2C=CC=CC=2)C=CC=CC=1.N(C(N1CCCCC1)=O)=NC(N1CCCCC1)=O>C1COCC1>[Cl:1][C:2]1[N:7]=[C:6]([NH:8][CH2:9][CH2:10][CH2:11][O:12][C:18]2[CH:19]=[C:20]3[C:24](=[CH:25][CH:26]=2)[C@H:23]([CH2:27][C:28]([O:30][CH2:31][CH3:32])=[O:29])[CH2:22][CH2:21]3)[C:5]([C:13]([F:16])([F:14])[F:15])=[CH:4][CH:3]=1. Reported procedure: To a solution of 3-{[6-chloro-3-(trifluoromethyl)-2-pyridinyl]amino}-1-propanol (Example 302) (0.63 g, 2.45 mmol) and ethyl [(1S)-5-hydroxy-2,3-dihydro-1H-inden-1-yl]acetate (Example 6, 0.45 g, 2.05 mmol) in THF (6.80 mL) was added triphenylphosphine (0.70 g, 2.66 mmol) and 1,1′-(azodicarbonyl)-dipiperidine (0.68 g, 2.66 mmol) under argon. The golden yellow mixture was stirred at rt for 18 h, and then concentrated under reduced pressure. The product (0.58 g, 62%) was isolated after column chroma... The reactants are CCO, [H][H], c1ccc(COc2ccc3c(ccn3Cc3ccncc3)c2)cc1. Yields the product Oc1ccc2c(ccn2Cc2ccncc2)c1. As a reaction SMILES: [CH3:27][CH2:28][OH:29].[H:25][H:26].[c:1]1([CH2:2][O:8][c:9]2[cH:10][c:11]3[cH:12][cH:13][n:14]([CH2:18][c:19]4[cH:20][cH:21][n:22][cH:23][cH:24]4)[c:15]3[cH:16][cH:17]2)[cH:3][cH:4][cH:5][cH:6][cH:7]1>>[OH:8][c:9]1[cH:10][c:11]2[cH:12][cH:13][n:14]([CH2:18][c:19]3[cH:20][cH:21][n:22][cH:23][cH:24]3)[c:15]2[cH:16][cH:17]1. The reactants are 11,d,2H,ArH, CN(CC(=O)OCC)C1=CC=C(C=C1)N=C=S (ethyl N-methyl-N-(4-isothiocyanatophenyl)glycinate), CN(N)C(C)=O (1-methyl-1-acetylhydrazine), C(C)(C)O.CCOCC (isoproply alcohol ether), 14,t,3H,CH3, C15H22N4O3S, 93,s,3H,CH3—N, 92,s,3H,CH3CO, 05,q,2H,CH2—O, 58,d,2H,ArH. Solvent: 1/1, CCOCC (ether). Product: CN(NC(=S)NC1=CC=C(C=C1)N(CC(=O)OCC)C)C(C)=O (1-Methyl-1-acetyl-4-{4-(N-methyl-N-carboethoxymethylamino)phenyl}-3-thiosemicarbazide). As a reaction SMILES: [CH3:1][N:2]([C:9]1[CH:14]=[CH:13][C:12]([N:15]=[C:16]=[S:17])=[CH:11][CH:10]=1)[CH2:3][C:4]([O:6][CH2:7][CH3:8])=[O:5].[CH3:18][N:19]([C:21](=[O:23])[CH3:22])[NH2:20].C(O)(C)C.CCOCC>CCOCC>[CH3:18][N:19]([C:21](=[O:23])[CH3:22])[NH:20][C:16]([NH:15][C:12]1[CH:11]=[CH:10][C:9]([N:2]([CH3:1])[CH2:3][C:4]([O:6][CH2:7][CH3:8])=[O:5])=[CH:14][CH:13]=1)=[S:17] |f:2.3|. Procedure details: A solution of 1.25 g (5.0 mmol) of ethyl N-methyl-N-(4-isothiocyanatophenyl)glycinate and 0.44 g (5.0 mmol) of 1-methyl-1-acetylhydrazine in 40 ml of 1/1 isoproply alcohol/ether was left uncovered so the ether could evaporate over a 24 hr period. The product was collected and washed with isopropyl alcohol to give 1.32 g (3.9 mmol, 78%), mp 162° dec. Anal. C15H22N4O3S (338): Calcd.: C,53.24; H,6.55; N,16.56; S,9.48. Found: C,53.12; H, 6.45; N,17.05; S,8.90. MS(FD) m/z 338. 1H NMR(DMSO-d6)δ: 9.76,... Reactants: COCC(C)CBr, [Cl-], ClCCCl, [Mg], O=C1C2=NCCCN2c2ccccc21, [NH4+]. Product: COCC(C)CC1(O)C2=NCCCN2c2ccccc21. As a reaction SMILES: [Br:1][CH2:2][CH:3]([CH2:4][O:5][CH3:6])[CH3:7].[Cl-:23].[Cl:25][CH2:26][CH2:27][Cl:28].[Mg:8].[N:9]1=[C:14]2[N:13]([CH2:12][CH2:11][CH2:10]1)[c:21]1[c:16]([cH:17][cH:18][cH:19][cH:20]1)[C:15]2=[O:22].[NH4+:24]>>[CH2:2]([CH:3]([CH2:4][O:5][CH3:6])[CH3:7])[C:15]1([OH:22])[C:14]2=[N:9][CH2:10][CH2:11][CH2:12][N:13]2[c:21]2[c:16]1[cH:17][cH:18][cH:19][cH:20]2.